From a dataset of the Open Reaction Database (ORD), a public repository of structured organic reaction records. describe an organic reaction: reactants, conditions, products, and yield Starting materials: C([O-])([O-])=O.[K+].[K+] (potassium carbonate), NC1=NC(=C(C=C1Cl)F)NC(C)(C)C (2-amino-6-(t-butylamino)-3-chloro-5-fluoropyridine), C(C)OC=C(C(=O)OCC)C(C1=C(C(=C(C(=C1)F)F)Cl)F)=O (ethyl 3-ethoxy-2-(3-chloro-2,4,5-trifluorobenzoyl)acrylate), ClC=1C(=C(C(=O)CC(=O)OCC)C=C(C1F)F)F (ethyl 3-chloro-2,4,5-trifluorobenzoylacetate). The solvent is CN(C=O)C (N,N-dimethylformamide), C(Cl)(Cl)Cl (chloroform). Run at temperature 90 celsius, time 25 minute. Yields the product C(C)(C)(C)NC1=C(C=C(C(=N1)N1C=C(C(C2=CC(=C(C(=C12)Cl)F)F)=O)C(=O)OCC)Cl)F (ethyl 1-[6-(t-butylamino)-3-chloro-5-fluoropyridine-2-yl]-8-chloro-6,7-difluoro-4-oxo-1,4-dihydroquinoline-3-carboxylate). As a reaction SMILES: C(O[CH:4]=[C:5]([C:11](=[O:22])[C:12]1[CH:17]=[C:16]([F:18])[C:15]([F:19])=[C:14]([Cl:20])[C:13]=1F)[C:6]([O:8][CH2:9][CH3:10])=[O:7])C.ClC1C(F)=C(C=C(F)C=1F)C(CC(OCC)=O)=O.[NH2:41][C:42]1[C:47]([Cl:48])=[CH:46][C:45]([F:49])=[C:44]([NH:50][C:51]([CH3:54])([CH3:53])[CH3:52])[N:43]=1.C(=O)([O-])[O-].[K+].[K+]>CN(C)C=O.C(Cl)(Cl)Cl>[C:51]([NH:50][C:44]1[N:43]=[C:42]([N:41]2[C:13]3[C:12](=[CH:17][C:16]([F:18])=[C:15]([F:19])[C:14]=3[Cl:20])[C:11](=[O:22])[C:5]([C:6]([O:8][CH2:9][CH3:10])=[O:7])=[CH:4]2)[C:47]([Cl:48])=[CH:46][C:45]=1[F:49])([CH3:54])([CH3:52])[CH3:53] |f:3.4.5|. Reported procedure: To 3 ml chloroform solution of ethyl 3-ethoxy-2-(3-chloro-2,4,5-trifluorobenzoyl)acrylate prepared from 0.84 g of ethyl 3-chloro-2,4,5-trifluorobenzoylacetate by normal process was added 0.65 g of 2-amino-6-(t-butylamino)-3-chloro-5-fluoropyridine. The solution was concentrated under reduced pressure to obtain yellow solid residue. To this residue were added 0.7 g of anhydrous potassium carbonate and 3 ml of N,N-dimethylformamide, and the mixture was stirred at 90° C. for 25 minutes and allowed ... Reactants: C(C)(C)(C)OC(=O)N1N=C(C2=CC(=CC=C12)OP(=O)(C1=CC=CC=C1)OC)I (3-iodo-5-(methoxyphenylphosphinoyloxy)indazole-1-carboxylic acid tert-butyl ester), S1C2=C(C=C1B(O)O)C=CC=C2 (benzo[b]thiophene-2-boronic acid), C([O-])([O-])=O.[Cs+].[Cs+] (cesium carbonate). Reagents/catalysts: [Pd](Cl)Cl.C1(=CC=CC=C1)P([C-]1C=CC=C1)C1=CC=CC=C1.[C-]1(C=CC=C1)P(C1=CC=CC=C1)C1=CC=CC=C1.[Fe+2] (1,1′-bis(diphenylphosphino)ferrocene palladium(II) dichloride). The solvent is CN(C=O)C (dimethylformamide). Product: COP(OC=1C=C2C(=NNC2=CC1)C1=CC2=C(S1)C=CC=C2)(=O)C2=CC=CC=C2 (phenylphosphonic acid 3-benzo[b]thiophen-2-yl-1H-indazol-5-yl ester methyl ester). Isolated yield 2.9%. As a reaction SMILES: C(OC([N:8]1[C:16]2[C:11](=[CH:12][C:13]([O:17][P:18]([O:26][CH3:27])([C:20]3[CH:25]=[CH:24][CH:23]=[CH:22][CH:21]=3)=[O:19])=[CH:14][CH:15]=2)[C:10](I)=[N:9]1)=O)(C)(C)C.[S:29]1[C:33](B(O)O)=[CH:32][C:31]2[CH:37]=[CH:38][CH:39]=[CH:40][C:30]1=2.C(=O)([O-])[O-].[Cs+].[Cs+]>CN(C)C=O.[Pd](Cl)Cl.C1(P(C2C=CC=CC=2)[C-]2C=CC=C2)C=CC=CC=1.[C-]1(P(C2C=CC=CC=2)C2C=CC=CC=2)C=CC=C1.[Fe+2]>[CH3:27][O:26][P:18]([C:20]1[CH:21]=[CH:22][CH:23]=[CH:24][CH:25]=1)(=[O:19])[O:17][C:13]1[CH:12]=[C:11]2[C:16](=[CH:15][CH:14]=1)[NH:8][N:9]=[C:10]2[C:33]1[S:29][C:30]2[CH:40]=[CH:39][CH:38]=[CH:37][C:31]=2[CH:32]=1 |f:2.3.4,6.7.8.9|. Reported procedure: The title compound is prepared according to procedure L employing 30 mg of 3-iodo-5-(methoxyphenylphosphinoyloxy)indazole-1-carboxylic acid tert-butyl ester, 21.2 mg of benzo[b]thiophene-2-boronic acid, 2.23 mg of 1,1′-bis(diphenylphosphino)ferrocene palladium(II) dichloride and 71 mg of cesium carbonate in 500 μl of dimethylformamide. 0.7 mg of phenylphosphonic acid 3-benzo[b]thiophen-2-yl-1H-indazol-5-yl ester methyl ester is isolated.